Dataset: the Open Reaction Database (ORD), a public repository of structured organic reaction records. Task: describe an organic reaction: reactants, conditions, products, and yield The reactants are O=C(CC(=O)c1ccccc1)c1ccccc1, O=C([O-])[O-], CCC(C)=O, COc1ccc(OCCCCCCBr)c(Cl)c1, [I-], [K+], [K+], [K+]. The product is COc1ccc(OCCCCCCC(C(=O)c2ccccc2)C(=O)c2ccccc2)c(Cl)c1. RXN SMILES: [C:1]([c:2]1[cH:3][cH:4][cH:5][cH:6][cH:7]1)(=[O:8])[CH2:9][C:10]([c:11]1[cH:12][cH:13][cH:14][cH:15][cH:16]1)=[O:17].[C:35](=[O:36])([O-:37])[O-:38].[CH3:43][C:44](=[O:45])[CH2:46][CH3:47].[Cl:18][c:19]1[c:20]([O:21][CH2:22][CH2:23][CH2:24][CH2:25][CH2:26][CH2:27][Br:28])[cH:29][cH:30][c:31]([O:33][CH3:34])[cH:32]1.[I-:42].[K+:39].[K+:40].[K+:41]>>[C:1]([c:2]1[cH:3][cH:4][cH:5][cH:6][cH:7]1)(=[O:8])[CH:9]([C:10]([c:11]1[cH:12][cH:13][cH:14][cH:15][cH:16]1)=[O:17])[CH2:27][CH2:26][CH2:25][CH2:24][CH2:23][CH2:22][O:21][c:20]1[c:19]([Cl:18])[cH:32][c:31]([O:33][CH3:34])[cH:30][cH:29]1. The reactants are [OH-].[K+] (potassium hydroxide), C(C)O (ethanol), O (water), C(#N)C1=CC(=NC=C1)C(C)C (4-cyano-2-isopropylpyridine). Run in C(C)OCC (diethyl ether). The product is C(C)(C)C=1C=C(C(=O)O)C=CN1 (2-Isopropylisonicotinic acid). Reaction SMILES: [OH-:1].[K+].[CH2:3]([OH:5])[CH3:4].C(C1[CH:13]=[CH:12][N:11]=[C:10]([CH:14]([CH3:16])[CH3:15])[CH:9]=1)#N.O>C(OCC)C>[CH:14]([C:10]1[CH:9]=[C:4]([CH:13]=[CH:12][N:11]=1)[C:3]([OH:1])=[O:5])([CH3:16])[CH3:15] |f:0.1|. Reported procedure: A 7.5 ml portion of 8 N aqueous potassium hydroxide was added to 50 ml of ethanol solution containing 2.7 g of 4-cyano-2-isopropylpyridine, and the mixture was heated under reflux for 12 hours. After cooling to room temperature, the reaction mixture was mixed with water and diethyl ether and the aqueous layer was separated. The aqueous layer was adjusted to an acidic pH of 3 using 4 N hydrochloric acid and then saturated with sodium chloride. This was extracted with a mixed solvent of ethyl acet... The reactants are O=C1CCC(=O)N1Br, ClC(Cl)(Cl)Cl, O=C(OOC(=O)c1ccccc1)c1ccccc1, Cc1ccc2sc(-c3ccc(C(F)(F)F)cc3)nc2c1, O. Yields the product FC(F)(F)c1ccc(-c2nc3cc(CBr)ccc3s2)cc1. Reaction SMILES: [Br:1][N:2]1[C:3](=[O:4])[CH2:5][CH2:6][C:7]1=[O:8].[C:47]([Cl:48])([Cl:49])([Cl:50])[Cl:51].[C:9]([O:10][O:11][C:12](=[O:13])[c:14]1[cH:15][cH:16][cH:17][cH:18][cH:19]1)(=[O:20])[c:21]1[cH:22][cH:23][cH:24][cH:25][cH:26]1.[CH3:27][c:28]1[cH:29][cH:30][c:31]2[c:32]([n:33][c:34](-[c:36]3[cH:37][cH:38][c:39]([C:42]([F:43])([F:44])[F:45])[cH:40][cH:41]3)[s:35]2)[cH:46]1.[OH2:52]>>[Br:1][CH2:27][c:28]1[cH:29][cH:30][c:31]2[c:32]([n:33][c:34](-[c:36]3[cH:37][cH:38][c:39]([C:42]([F:43])([F:44])[F:45])[cH:40][cH:41]3)[s:35]2)[cH:46]1. The reactants are CC1=CC=C(C=C1)S(=O)(=O)OCC1OC2=CC(=CC=C2CC1)S(=O)(=O)C ([7-(methylsulfonyl)-3,4-dihydro-2H-chromen-2-yl]methyl 4-methylbenzenesulfonate), ( 7 ), ( 6 ), CC(C)N (propan-2-amine), ( 8 ). Solvent: C(C)#N (ACN). The product is CS(=O)(=O)C1=CC=C2CCC(OC2=C1)CNC(C)C (N-{[7-(METHYLSULFONYL)-3,4-DIHYDRO-2H-CHROMEN-2-YL]METHYL}PROPAN-2-AMINE). As a reaction SMILES: CC1C=CC(S(O[CH2:12][CH:13]2[CH2:22][CH2:21][C:20]3[C:15](=[CH:16][C:17]([S:23]([CH3:26])(=[O:25])=[O:24])=[CH:18][CH:19]=3)[O:14]2)(=O)=O)=CC=1.[CH3:27][CH:28]([NH2:30])[CH3:29]>C(#N)C>[CH3:26][S:23]([C:17]1[CH:16]=[C:15]2[C:20]([CH2:21][CH2:22][CH:13]([CH2:12][NH:30][CH:28]([CH3:29])[CH3:27])[O:14]2)=[CH:19][CH:18]=1)(=[O:24])=[O:25]. Procedure: Preparation according to Example 25: [7-(methylsulfonyl)-3,4-dihydro-2H-chromen-2-yl]methyl 4-methylbenzenesulfonate (0.020 g, 0.0504 mmol), propan-2-amine (0.5 ml), ACN (3 ml). MS m/z (rel. intensity, 70 eV) 283 (M+, 6), 268 (8), 77 (7), 72 (bp), 56 (6). The reactants are C(C)OC(CP(=O)(OCC)OCC)=O (ethyldiethylphosphonoacetate), [H-].[Na+] (sodium hydride), C(C)(C)(C)C1=CC=C(C=C1)CC(=O)C1=CC=CC=C1 (4-t-butylphenylacetophenone). Solvent: CN(C)C=O (DMF), CN(C)C=O (DMF). Run at temperature 0 celsius, time 4 hour. The product is C(C)(C)(C)C1=CC=C(C=C1)C(=CC(=O)O)C (3-(4-t-butylphenyl)-but-2-enoic acid). Yield: 67.5%. Reaction SMILES: C([O:3][C:4](=[O:14])[CH2:5]P(OCC)(OCC)=O)C.[H-].[Na+].[C:17]([C:21]1[CH:26]=[CH:25][C:24]([CH2:27][C:28](C2C=CC=CC=2)=O)=[CH:23][CH:22]=1)([CH3:20])([CH3:19])[CH3:18]>CN(C=O)C>[C:17]([C:21]1[CH:22]=[CH:23][C:24]([C:27]([CH3:28])=[CH:5][C:4]([OH:3])=[O:14])=[CH:25][CH:26]=1)([CH3:20])([CH3:19])[CH3:18] |f:1.2|. Procedure: The solution of ethyldiethylphosphonoacetate (1.2 eq, 0.25 g) in 4 ml of DMF was put into the flask and then cooled to 0° C. To the solution was added 60% sodium hydride (1.4 eq, 1.27 mmol, 51 mg) and then added 4-t-butylphenylacetophenone (0.16 g, 0.91 mmol) in 3 ml DMF slowly. The mixture solution was stirred for 4 hours. After conforming the completion of the reaction with TLC, the reaction mixture was extracted with ethylacetate, and washed with water. The combined organic layer was dried ov... Starting materials: NC=1SC2=C(N1)CC(CC2C)(C)C (2-Amino-5,5,7-trimethyl-4,5,6,7-tetrahydrobenzothiazole), CN=C=O (Methyl isocyanate). The solvent is C(C)(=O)OCC (ethyl acetate). Reaction conditions: time 2 hour. Yields the product CC1(CC(C2=C(N=C(S2)NC(=O)NC)C1)C)C (N-(5,5,7-trimethyl-4,5,6,7-tetrahydrobenzothiazol-2-yl)-N'-methylurea). As a reaction SMILES: [NH2:1][C:2]1[S:3][C:4]2[CH:10]([CH3:11])[CH2:9][C:8]([CH3:13])([CH3:12])[CH2:7][C:5]=2[N:6]=1.[CH3:14][N:15]=[C:16]=[O:17]>C(OCC)(=O)C>[CH3:13][C:8]1([CH3:12])[CH2:7][C:5]2[N:6]=[C:2]([NH:1][C:16]([NH:15][CH3:14])=[O:17])[S:3][C:4]=2[CH:10]([CH3:11])[CH2:9]1. Procedure details: 2-Amino-5,5,7-trimethyl-4,5,6,7-tetrahydrobenzothiazole (0.1 mole) is dissolved in ethyl acetate (100 ml) and the solution is charged into a glass reaction vessel fitted with a stirrer and thermometer. Methyl isocyanate (0.11 mole) is added dropwise to this solution over a period of about 30 minutes. The temperature of the reactant is held at about 20° C. to 30° C. during the addition. At the end of the addition, stirring is continued at room temperature for a period of about 2 hours. The reacti... Reactants: Fc1cc(F)cc(Br)c1, N#Cc1cc(C=O)ccc1F, [Mg], C1CCOC1. Product: N#Cc1cc(C(O)c2cc(F)cc(F)c2)ccc1F. Reaction SMILES: [Br:2][c:3]1[cH:4][c:5]([F:10])[cH:6][c:7]([F:9])[cH:8]1.[F:11][c:12]1[c:13]([C:14]#[N:15])[cH:16][c:17]([CH:20]=[O:21])[cH:18][cH:19]1.[Mg:1].[O:22]1[CH2:23][CH2:24][CH2:25][CH2:26]1>>[c:3]1([CH:20]([c:17]2[cH:16][c:13]([C:14]#[N:15])[c:12]([F:11])[cH:19][cH:18]2)[OH:21])[cH:4][c:5]([F:10])[cH:6][c:7]([F:9])[cH:8]1. The reactants are BrC=1C=C(C(=NC1)O)NS(=O)(=O)C1CC1 (N-(5-bromo-2-hydroxy-3-pyridinyl)cyclopropanesulfonamide), O (water), CC=1SC=C(N1)C(=O)NC=1C2=CN(N=C2C=C(C1)B1OC(CC(O1)(C)C)(C)C)C1OCCCC1 (2-Methyl-N-[2-(tetrahydro-2H-pyran-2-yl)-6-(4,4,6,6-tetramethyl-1,3,2-dioxaborinan-2-yl)-2H-indazol-4-yl]-1,3-thiazole-4-carboxamide), C([O-])([O-])=O.[Na+].[Na+] (Sodium carbonate). Reagents/catalysts: C1=CC=C(C=C1)P([C-]2C=CC=C2)C3=CC=CC=C3.C1=CC=C(C=C1)P([C-]2C=CC=C2)C3=CC=CC=C3.Cl[Pd]Cl.[Fe+2] (Pd(dppf)Cl2). Run in O1CCOCC1 (1,4-dioxane), O1CCOCC1 (1,4-dioxane). Conditions: temperature 140 celsius. Yields the product C1(CC1)S(=O)(=O)NC=1C=C(C=NC1O)C1=CC(=C2C=NNC2=C1)NC(=O)C=1N=C(SC1)C (N-(6-{5-[(Cyclopropylsulfonyl)amino]-6-hydroxy-3-pyridinyl}-1H-indazol-4-yl)-2-methyl-1,3-thiazole-4-carboxamide). Yield: 41.0%. RXN SMILES: [CH3:1][C:2]1[S:3][CH:4]=[C:5]([C:7]([NH:9][C:10]2[C:11]3[C:15]([CH:16]=[C:17](B4OC(C)(C)CC(C)(C)O4)[CH:18]=2)=[N:14][N:13](C2CCCCO2)[CH:12]=3)=[O:8])[N:6]=1.Br[C:36]1[CH:37]=[C:38]([NH:43][S:44]([CH:47]2[CH2:49][CH2:48]2)(=[O:46])=[O:45])[C:39]([OH:42])=[N:40][CH:41]=1.C(=O)([O-])[O-].[Na+].[Na+].O>O1CCOCC1.C1C=CC(P(C2C=CC=CC=2)[C-]2C=CC=C2)=CC=1.C1C=CC(P(C2C=CC=CC=2)[C-]2C=CC=C2)=CC=1.Cl[Pd]Cl.[Fe+2]>[CH:47]1([S:44]([NH:43][C:38]2[CH:37]=[C:36]([C:17]3[CH:16]=[C:15]4[C:11]([CH:12]=[N:13][NH:14]4)=[C:10]([NH:9][C:7]([C:5]4[N:6]=[C:2]([CH3:1])[S:3][CH:4]=4)=[O:8])[CH:18]=3)[CH:41]=[N:40][C:39]=2[OH:42])(=[O:45])=[O:46])[CH2:49][CH2:48]1 |f:2.3.4,7.8.9.10|. Reported procedure: 2-Methyl-N-[2-(tetrahydro-2H-pyran-2-yl)-6-(4,4,6,6-tetramethyl-1,3,2-dioxaborinan-2-yl)-2H-indazol-4-yl]-1,3-thiazole-4-carboxamide (27.5 mg) was dissolved in 1,4-dioxane (0.5 ml) and N-(5-bromo-2-hydroxy-3-pyridinyl)cyclopropanesulfonamide (40 mg) was added. Sodium carbonate (48 mg) and Pd(dppf)Cl2 (8.3 mg) were weighed before further 1,4-dioxane (0.5 ml) and water (1 ml) were added. The reaction was heated under microwave irradiation at 140° C. for 20 min. The reaction was added to a silica S... Reactants: Cl.C1(CC1)COC1=C(C=C(C=C1)OC)C=1C2=C(N=CN1)C(=C(N2)C)C(=O)N[C@H]2[C@@H](CNCC2)O (4-[2-(cyclopropylmethoxy)-5-methoxyphenyl]-N-[(3R*,4R*)-3-hydroxypiperidin-4-yl]-6-methyl-5H-pyrrolo[3,2-d]pyrimidine-7-carboxamide hydrochloride), C(C)(=O)OCC(=O)Cl (2-chloro-2-oxoethyl acetate). The product is C1(CC1)COC1=C(C=C(C=C1)OC)C=1C2=C(N=CN1)C(=C(N2)C)C(=O)N[C@H]2[C@@H](CN(CC2)C(CO)=O)O (4-[2-(Cyclopropylmethoxy)-5-methoxyphenyl]-N-[(3R*,4R*)-3-hydroxy-1-(hydroxyacetyl)piperidin-4-yl]-6-methyl-5H-pyrrolo[3,2-d]pyrimidine-7-carboxamide). As a reaction SMILES: Cl.[CH:2]1([CH2:5][O:6][C:7]2[CH:12]=[CH:11][C:10]([O:13][CH3:14])=[CH:9][C:8]=2[C:15]2[C:16]3[NH:23][C:22]([CH3:24])=[C:21]([C:25]([NH:27][C@@H:28]4[CH2:33][CH2:32][NH:31][CH2:30][C@H:29]4[OH:34])=[O:26])[C:17]=3[N:18]=[CH:19][N:20]=2)[CH2:4][CH2:3]1.C([O:38][CH2:39][C:40](Cl)=[O:41])(=O)C>>[CH:2]1([CH2:5][O:6][C:7]2[CH:12]=[CH:11][C:10]([O:13][CH3:14])=[CH:9][C:8]=2[C:15]2[C:16]3[NH:23][C:22]([CH3:24])=[C:21]([C:25]([NH:27][C@@H:28]4[CH2:33][CH2:32][N:31]([C:39](=[O:38])[CH2:40][OH:41])[CH2:30][C@H:29]4[OH:34])=[O:26])[C:17]=3[N:18]=[CH:19][N:20]=2)[CH2:4][CH2:3]1 |f:0.1|. Procedure: Starting from 4-[2-(cyclopropylmethoxy)-5-methoxyphenyl]-N-[(3R*,4R*)-3-hydroxypiperidin-4-yl]-6-methyl-5H-pyrrolo[3,2-d]pyrimidine-7-carboxamide hydrochloride (example D.f27) and commercially available 2-chloro-2-oxoethyl acetate the title compound is obtained as colorless solid. Starting materials: BrC1=NC(=C2C=CC(N(C2=C1)C1=C(C=CC=C1Cl)Cl)=O)C1=C(C=CC=C1)Cl (7-bromo-5-(2-chlorophenyl)-1-(2,6-dichlorophenyl)-1,6-naphthyridin-2(1H)-one), C(C)(C)(C)N1CCC(CC1)O (1-tert-butylpiperidin-4-ol), [H-].[Na+] (NaH). The product is C(C)(C)(C)N1CCC(CC1)OC1=NC(=C2C=CC(N(C2=C1)C1=C(C=CC=C1Cl)Cl)=O)C1=C(C=CC=C1)Cl (7-[(1-tert-Butylpiperidin-4-yl)oxy]-5-(2-chlorophenyl)-1-(2,6-dichlorophenyl)-1,6-naphthyridin-2(1H)-one). As a reaction SMILES: Br[C:2]1[CH:11]=[C:10]2[C:5]([CH:6]=[CH:7][C:8](=[O:20])[N:9]2[C:12]2[C:17]([Cl:18])=[CH:16][CH:15]=[CH:14][C:13]=2[Cl:19])=[C:4]([C:21]2[CH:26]=[CH:25][CH:24]=[CH:23][C:22]=2[Cl:27])[N:3]=1.[C:28]([N:32]1[CH2:37][CH2:36][CH:35]([OH:38])[CH2:34][CH2:33]1)([CH3:31])([CH3:30])[CH3:29].[H-].[Na+]>>[C:28]([N:32]1[CH2:37][CH2:36][CH:35]([O:38][C:2]2[CH:11]=[C:10]3[C:5]([CH:6]=[CH:7][C:8](=[O:20])[N:9]3[C:12]3[C:17]([Cl:18])=[CH:16][CH:15]=[CH:14][C:13]=3[Cl:19])=[C:4]([C:21]3[CH:26]=[CH:25][CH:24]=[CH:23][C:22]=3[Cl:27])[N:3]=2)[CH2:34][CH2:33]1)([CH3:31])([CH3:29])[CH3:30] |f:2.3|. Procedure: The title compound was prepared from 40 mg of 7-bromo-5-(2-chlorophenyl)-1-(2,6-dichlorophenyl)-1,6-naphthyridin-2(1H)-one (COMPOUND HHH2), 55 mg of 1-tert-butylpiperidin-4-ol, and 8 mg of NaH by a procedure analogous to that described in COMPOUND HHH6. Mass spectrum (ESI) 556 (M+1). 1H NMR (500 MHz, CDCl3; doubling of peaks due to restricted rotation) δ 1.44 and 1.42 (2 s, 9H); 2.20-2.53 (m, 4H); 2.77 (m, 0.6H); 3.05 (br s, 1.6H); 3.50 (m, 1.5H); 3.70 (m, 0.8H); 4.60-5.40 (m, 2.9H); 5.39 (br s,...